From a dataset of the Open Reaction Database (ORD), a public repository of structured organic reaction records. describe an organic reaction: reactants, conditions, products, and yield Starting materials: N1CC(C(=O)OCC)CCC1 ((±)-Ethyl nipecotate), C(C(O)C(O)C(=O)O)(=O)O ((+)-tartaric acid). The solvent is C(C)O (ethanol). The product is C(=O)([O-])C(O)C(O)C(=O)[O-] ((+)-tartrate), N1CC(C(=O)OCC)CCC1 ((+)-ethyl nipecotate). The yield is 61.1%. Reaction SMILES: [NH:1]1[CH2:11][CH2:10][CH2:9][CH:3]([C:4]([O:6][CH2:7][CH3:8])=[O:5])[CH2:2]1.[C:12]([OH:21])(=[O:20])[CH:13]([CH:15]([C:17]([OH:19])=[O:18])[OH:16])[OH:14]>C(O)C>[C:17]([CH:15]([CH:13]([C:12]([O-:21])=[O:20])[OH:14])[OH:16])([O-:19])=[O:18].[NH:1]1[CH2:11][CH2:10][CH2:9][CH:3]([C:4]([O:6][CH2:7][CH3:8])=[O:5])[CH2:2]1. Reported procedure: (±)-Ethyl nipecotate (70.16 g, 71ml) and (+)-tartaric acid (67 g) were dissolved in hot 95% ethanol (350 ml). The resulting solution was allowed to slowly cool to room temperature and refrigerated overnight. The crystals were filtered, washed with cold ethanol, and recrystallized from 95% ethanol (550 ml), cooling as before to give the (+)-tartrate salt of (+)-ethyl nipecotate (42.9 g). M.p. 155-156° C.